From a dataset of the Open Reaction Database (ORD), a public repository of structured organic reaction records. describe an organic reaction: reactants, conditions, products, and yield The reactants are NC1=C(C=CC(=C1)[N+](=O)[O-])O (2-amino-4-nitrophenol), C(=O)([O-])[O-].[K+].[K+] (K2CO3), ClCC(=O)Cl (2-chloroacetyl chloride). The reagents and catalysts are [Br-].C(CCC)[N+](CCCC)(CCCC)CCCC (tetrabutyl ammonium bromide). Run in CC#N (MeCN). Run at temperature 80 celsius. Product: [N+](=O)([O-])C=1C=CC2=C(NC(CO2)=O)C1 (6-nitro-2H-benzo[1,4]oxazin-3-one). Yield: 94.0%. As a reaction SMILES: [NH2:1][C:2]1[CH:7]=[C:6]([N+:8]([O-:10])=[O:9])[CH:5]=[CH:4][C:3]=1[OH:11].C([O-])([O-])=O.[K+].[K+].Cl[CH2:19][C:20](Cl)=[O:21]>[Br-].C([N+](CCCC)(CCCC)CCCC)CCC.CC#N>[N+:8]([C:6]1[CH:5]=[CH:4][C:3]2[O:11][CH2:19][C:20](=[O:21])[NH:1][C:2]=2[CH:7]=1)([O-:10])=[O:9] |f:1.2.3,5.6|. Procedure: To a solution of 2-amino-4-nitrophenol (114.0 g, 740 mmol), K2CO3 (306.2 g, 2220 mmol) and tetrabutyl ammonium bromide (23.8 g, 74 mmol) in MeCN (1.50 L) at 0° C. was added 2-chloroacetyl chloride (83.6 mL, 1110 mmol) dropwise. The reaction mixture was heated at 80° C. for 1 h. The mixture was cooled to ambient temperature and concentrated in vacuo. The residue was dissolved in water (500 mL) and extracted with EtOAc (3×150 mL). The combined organic phase was dried over anhydrous Na2SO4 and filt... The reactants are C(CCCC)N(C(=O)C(CCC(=O)OC)CS(=O)C1=CC=C(C=C1)C)CCCCC (methyl 4-(N,N-dipentylcarbamoyl)-5-(4-methylphenylsulfinyl)pentanoate), ClC1=CC(=CC=C1)C(=O)OO (m-chloroperbenzoic acid), S(=O)([O-])[O-].[Na+].[Na+] (sodium sulfite). The solvent is ClCCl (dichloromethane). Reaction conditions: temperature 0 celsius. The product is C(CCCC)N(C(=O)C(CCC(=O)OC)CS(=O)(=O)C1=CC=C(C=C1)C)CCCCC (methyl 4-(N,N-dipentylcarbamoyl)-5-(4-methylphenylsulfonyl)pentanoate). Yield: 83.6%. Reaction SMILES: [CH2:1]([N:6]([CH2:26][CH2:27][CH2:28][CH2:29][CH3:30])[C:7]([CH:9]([CH2:16][S:17]([C:19]1[CH:24]=[CH:23][C:22]([CH3:25])=[CH:21][CH:20]=1)=[O:18])[CH2:10][CH2:11][C:12]([O:14][CH3:15])=[O:13])=[O:8])[CH2:2][CH2:3][CH2:4][CH3:5].ClC1C=CC=C(C(OO)=[O:39])C=1.S([O-])([O-])=O.[Na+].[Na+]>ClCCl>[CH2:26]([N:6]([CH2:1][CH2:2][CH2:3][CH2:4][CH3:5])[C:7]([CH:9]([CH2:16][S:17]([C:19]1[CH:20]=[CH:21][C:22]([CH3:25])=[CH:23][CH:24]=1)(=[O:39])=[O:18])[CH2:10][CH2:11][C:12]([O:14][CH3:15])=[O:13])=[O:8])[CH2:27][CH2:28][CH2:29][CH3:30] |f:2.3.4|. Procedure: Into a solution of methyl 4-(N,N-dipentylcarbamoyl)-5-(4-methylphenylsulfinyl)pentanoate (0.15 g) in dry dichloromethane (5 ml) were added portions of m-chloroperbenzoic acid (80%, 0.09 g) with stirring at 0° C. After stirring at room temperature for 4 hours, sodium sulfite was added. The reaction mixture was washed with a saturated sodium bicarbonate solution and water, dried over MgSO4, and concentrated in vacuo. The residue was purified by flash column chromatography on silica by eluting with...